describe an organic reaction: reactants, conditions, products, and yield From a dataset of the Open Reaction Database (ORD), a public repository of structured organic reaction records. Starting materials: C(C)(C)(C)OC(NCC1=CC=CC2=CC(=CC=C12)C(N(C)C)=O)=O ((6-dimethylcarbamoyl-naphthalen-1-ylmethyl)-carbamic acid tert-butyl ester), [H-].[H-].[H-].[H-].[Li+].[Al+3] (LAH). Run in C1CCOC1 (THF), C1CCOC1 (THF). Yields the product CN(C)CC=1C=C2C=CC=C(C2=CC1)CNC ((6-dimethylaminomethyl-naphthalen-1-ylmethyl)-methyl-amine). As a reaction SMILES: C(O[C:6](=O)[NH:7][CH2:8][C:9]1[C:18]2[C:13](=[CH:14][C:15]([C:19](=O)[N:20]([CH3:22])[CH3:21])=[CH:16][CH:17]=2)[CH:12]=[CH:11][CH:10]=1)(C)(C)C.[H-].[H-].[H-].[H-].[Li+].[Al+3]>C1COCC1>[CH3:22][N:20]([CH2:19][C:15]1[CH:14]=[C:13]2[C:18](=[CH:17][CH:16]=1)[C:9]([CH2:8][NH:7][CH3:6])=[CH:10][CH:11]=[CH:12]2)[CH3:21] |f:1.2.3.4.5.6|. Reported procedure: To a room temperature solution of (6-dimethylcarbamoyl-naphthalen-1-ylmethyl)-carbamic acid tert-butyl ester, 8, (20.45 g, 62.4 mmol) in anhydrous THF (300 mL) is added 1 M LAH in THF (125 mL, 2 eq.). After the addition is complete the resulting solution is heated at reflux for 3 hours. The reaction solution is then cooled in an ice bath and quenched by the addition of water (2.7 mL). The resulting mixture is dried over MgSO4. The solid is removed by filtration and the filtrate concentrated in v... The reactants are CCc1ccc(-c2c(O)c(C(C)=NNC(=O)c3ccc(C(=O)OC)cc3)nn2C)cc1, CO, Cl, [Na+], [OH-], O. Product: CCc1ccc(-c2c(O)c(C(C)=NNC(=O)c3ccc(C(=O)O)cc3)nn2C)cc1. Reaction SMILES: [CH2:1]([CH3:2])[c:3]1[cH:4][cH:5][c:6](-[c:9]2[c:10]([OH:31])[c:11]([C:15]([CH3:16])=[N:17][NH:18][C:19](=[O:20])[c:21]3[cH:22][cH:23][c:24]([C:25](=[O:26])[O:27][CH3:28])[cH:29][cH:30]3)[n:12][n:13]2[CH3:14])[cH:7][cH:8]1.[CH3:32][OH:33].[ClH:36].[Na+:35].[OH-:34].[OH2:37]>>[CH2:1]([CH3:2])[c:3]1[cH:4][cH:5][c:6](-[c:9]2[c:10]([OH:31])[c:11]([C:15]([CH3:16])=[N:17][NH:18][C:19](=[O:20])[c:21]3[cH:22][cH:23][c:24]([C:25](=[O:26])[OH:27])[cH:29][cH:30]3)[n:12][n:13]2[CH3:14])[cH:7][cH:8]1. The reactants are OCCCCCCCCCCCCCCCCCCCC(=O)OC (methyl 20-hydroxyeicosanoate), N1=CC=CC=C1 (pyridine), C1(=CC=C(C=C1)S(=O)(=O)Cl)C (p-toluenesulfonyl chloride). Solvent: C(Cl)Cl (methylene chloride). Conditions: time 14 hour. Product: S(=O)(=O)(C1=CC=C(C)C=C1)CCCCCCCCCCCCCCCCCCCC(=O)OC (methyl 20-tosyleicosanoate). The yield is 94.0%. RXN SMILES: O[CH2:2][CH2:3][CH2:4][CH2:5][CH2:6][CH2:7][CH2:8][CH2:9][CH2:10][CH2:11][CH2:12][CH2:13][CH2:14][CH2:15][CH2:16][CH2:17][CH2:18][CH2:19][CH2:20][C:21]([O:23][CH3:24])=[O:22].N1C=CC=CC=1.[C:31]1([CH3:41])[CH:36]=[CH:35][C:34]([S:37](Cl)(=[O:39])=[O:38])=[CH:33][CH:32]=1>C(Cl)Cl>[S:37]([CH2:2][CH2:3][CH2:4][CH2:5][CH2:6][CH2:7][CH2:8][CH2:9][CH2:10][CH2:11][CH2:12][CH2:13][CH2:14][CH2:15][CH2:16][CH2:17][CH2:18][CH2:19][CH2:20][C:21]([O:23][CH3:24])=[O:22])([C:34]1[CH:35]=[CH:36][C:31]([CH3:41])=[CH:32][CH:33]=1)(=[O:39])=[O:38]. Reported procedure: ln 90 ml of methylene chloride was dissolved methyl 20-hydroxyeicosanoate (8.0 g, 23.4 mmoles). To the obtained solution were added pyridine (7.93 g, 93.4 mmoles) and then, under ice-cooling, p-toluenesulfonyl chloride (8.90 g, 46.7 mmoles) gradually over a period of 1 hour. The mixture was stirred for 14 hours in a refrigerator. After the completion of the reaction, the reaction mixture was subjected to the same after-treatment steps as in Reference Example 1, to give methyl 20-tosyleicosanoate... Reactants: Cc1ccc2[nH]c3c(c2c1)CCN(C)CC3, C=Cc1ccccn1, [Na+], [OH-], O. The product is Cc1ccc2c(c1)c1c(n2CCc2ccccn2)CCN(C)CC1. As a reaction SMILES: [CH3:1][N:2]1[CH2:3][CH2:4][c:5]2[nH:6][c:7]3[cH:8][cH:9][c:10]([CH3:16])[cH:11][c:12]3[c:13]2[CH2:14][CH2:15]1.[CH:19](=[CH2:20])[c:21]1[n:22][cH:23][cH:24][cH:25][cH:26]1.[Na+:18].[OH-:17].[OH2:27]>>[CH3:1][N:2]1[CH2:3][CH2:4][c:5]2[n:6]([CH2:20][CH2:19][c:21]3[n:22][cH:23][cH:24][cH:25][cH:26]3)[c:7]3[cH:8][cH:9][c:10]([CH3:16])[cH:11][c:12]3[c:13]2[CH2:14][CH2:15]1. Starting materials: C1(=CC=CC=C1)NC(NC=1SC=C(N1)C(C(=O)OCC(C)C)=O)=O (isobutyl 2-(3-phenylureido)thiazol-4-ylglyoxylate), S1C(=S)N(C(=O)C1)CC(=O)O (rhodanine-3-acetic acid), [Cl-].[NH4+] (ammonium chloride), N (ammonia). Run in C(C)O (ethanol). Product: C(C(C)C)OC(=O)C(C=1N=C(SC1)NC(=O)NC1=CC=CC=C1)=C1C(N(C(S1)=S)CC(=O)O)=O (5{1-Isobutoxycarbonyl-1-[2-(3-phenylureido)thiazol-4-yl]methylene}rhodanine-3-acetic acid). RXN SMILES: [C:1]1([NH:7][C:8](=[O:24])[NH:9][C:10]2[S:11][CH:12]=[C:13]([C:15](=O)[C:16]([O:18][CH2:19][CH:20]([CH3:22])[CH3:21])=[O:17])[N:14]=2)[CH:6]=[CH:5][CH:4]=[CH:3][CH:2]=1.[S:25]1[CH2:31][C:29](=[O:30])[N:28]([CH2:32][C:33]([OH:35])=[O:34])[C:26]1=[S:27].[Cl-].[NH4+].N>C(O)C>[CH2:19]([O:18][C:16]([C:15](=[C:31]1[S:25][C:26](=[S:27])[N:28]([CH2:32][C:33]([OH:35])=[O:34])[C:29]1=[O:30])[C:13]1[N:14]=[C:10]([NH:9][C:8]([NH:7][C:1]2[CH:6]=[CH:5][CH:4]=[CH:3][CH:2]=2)=[O:24])[S:11][CH:12]=1)=[O:17])[CH:20]([CH3:22])[CH3:21] |f:2.3|. Procedure details: Following a procedure similar to that described in Example 1, the desired compound was prepared from 160 mg of isobutyl 2-(3-phenylureido)thiazol-4-ylglyoxylate, 90 mg of rhodanine-3-acetic acid, 50 mg of ammonium chloride, 0.05 ml of 28% v/v aqueous ammonia and 2 ml of ethanol. The resulting product was a yellow powder having the following physical properties. Starting materials: ClC1=C(N)C(=CC=C1)C(SC)C1=NC(=CC(=N1)OC)OC (2-chloro-6-[1-(4,6-dimethoxypyrimidin-2-yl)-1-methylthiomethyl]aniline), [BH4-].[Na+] (sodium borohydride). The reagents and catalysts are O.O.O.O.O.O.[Ni](Cl)Cl (nickel(II) chloride hexahydrate). Run in CO (methanol). Run at time 2 hour. Product: ClC1=C(N)C(=CC=C1)CC1=NC(=CC(=N1)OC)OC (2-chloro-6-[(4,6-dimethoxypyrimidin-2-yl)methyl]aniline). The yield is 93.3%. RXN SMILES: [Cl:1][C:2]1[CH:8]=[CH:7][CH:6]=[C:5]([CH:9]([C:12]2[N:17]=[C:16]([O:18][CH3:19])[CH:15]=[C:14]([O:20][CH3:21])[N:13]=2)SC)[C:3]=1[NH2:4].[BH4-].[Na+]>O.O.O.O.O.O.[Ni](Cl)Cl.CO>[Cl:1][C:2]1[CH:8]=[CH:7][CH:6]=[C:5]([CH2:9][C:12]2[N:13]=[C:14]([O:20][CH3:21])[CH:15]=[C:16]([O:18][CH3:19])[N:17]=2)[C:3]=1[NH2:4] |f:1.2,3.4.5.6.7.8.9|. Procedure details: To 10 ml of a methanol solution of 2-chloro-6-[1-(4,6-dimethoxypyrimidin-2-yl)-1-methylthiomethyl]aniline 0.6 g (1.84 mmol) and 0.88 g (3.68 mmol) of nickel(II) chloride hexahydrate, 0.28 g (7.37 mmol) of sodium borohydride was added at 0-10° C. and the reaction solution was stirred at room temperature for 2 hours. After the reaction solution was distilled off under reduced pressure, aqueous ammonia and dichloromethane were added and the insoluble matter was filtered off. The organic layer was s...